From a dataset of the Open Reaction Database (ORD), a public repository of structured organic reaction records. describe an organic reaction: reactants, conditions, products, and yield Starting materials: Cl(=O)(=O)(=O)O.N1CCNCC1 (piperazine perchlorate), [K+].OC1(C(C=C(C=C1)O)S(=O)(=O)[O-])S(=O)(=O)[O-].[K+] (p-dihydroxy benzene disulfonic acid potassium salt), Cl(=O)(=O)(=O)O (perchloric acid), said acid, O.O.O.O.O.O.N1CCNCC1 (piperazine hexahydrate), Cl(=O)(=O)(=O)[O-].[K+] (potassium perchlorate), O.O.O.O.O.O.N1CCNCC1 (piperazine hexahydrate). Run in O (water), O (water). The product is OC1(C(C=C(C=C1)O)S(=O)(=O)O)S(=O)(=O)O.N1CCNCC1.N1CCNCC1 (bis (piperazine) p-dihydroxy benzene disulfonate). Reaction SMILES: Cl(O)(=O)(=O)=O.O.O.O.O.O.O.[NH:12]1[CH2:17][CH2:16][NH:15][CH2:14][CH2:13]1.Cl(O)(=O)(=O)=O.[NH:23]1[CH2:28][CH2:27][NH:26][CH2:25][CH2:24]1.[K+].[OH:30][C:31]1([S:42]([O-:45])(=[O:44])=[O:43])[CH:36]=[CH:35][C:34]([OH:37])=[CH:33][CH:32]1[S:38]([O-:41])(=[O:40])=[O:39].[K+].Cl([O-])(=O)(=O)=O.[K+]>O>[OH:30][C:31]1([S:42]([OH:45])(=[O:44])=[O:43])[CH:36]=[CH:35][C:34]([OH:37])=[CH:33][CH:32]1[S:38]([OH:41])(=[O:40])=[O:39].[NH:12]1[CH2:17][CH2:16][NH:15][CH2:14][CH2:13]1.[NH:23]1[CH2:28][CH2:27][NH:26][CH2:25][CH2:24]1 |f:1.2.3.4.5.6.7,8.9,10.11.12,13.14,16.17.18|. Procedure details: To an aqueous solution of perchloric acid, containing 200 g of said acid in 500 ml of water 40 % solution), the amount of aqueous solution of piperazine hexahydrate required for neutralization is added. The required amount of piperazine hexahydrate is 388.46 g (C4H10N2.6H2O) dissolved in 500 ml of water. Preferably the pH of the neutralizing solution is controlled to a pH close to 6. The piperazine perchlorate solution is mixed with the warm solution of p-dihydroxy benzene disulfonic acid potass... The reactants are FC1=C2C=C(NC2=CC=C1OC1=CC=NC2=CC(=C(C=C12)OC)OCC1(CC1)N)C (1-((4-(4-Fluoro-2-methyl-1H-indol-5-yloxy)-6-methoxyquinolin-7-yloxy)methyl)cyclopropan-amine), C1(CC1)C=O (cyclopropanecarbaldehyde), [BH4-].[Na+] (NaBH4). Solvent: CCO (EtOH). The product is C1(CC1)CNC1(CC1)COC1=C(C=C2C(=CC=NC2=C1)OC=1C(=C2C=C(NC2=CC1)C)F)OC (N-(cyclopropylmethyl)-1-((4-(4-fluoro-2-methyl-1H-indol-5-yloxy)-6-methoxyquinolin-7-yloxy)methyl)cyclopropanamine). As a reaction SMILES: [F:1][C:2]1[C:10]([O:11][C:12]2[C:21]3[C:16](=[CH:17][C:18]([O:24][CH2:25][C:26]4([NH2:29])[CH2:28][CH2:27]4)=[C:19]([O:22][CH3:23])[CH:20]=3)[N:15]=[CH:14][CH:13]=2)=[CH:9][CH:8]=[C:7]2[C:3]=1[CH:4]=[C:5]([CH3:30])[NH:6]2.[CH:31]1([CH:34]=O)[CH2:33][CH2:32]1.[BH4-].[Na+]>CCO>[CH:31]1([CH2:34][NH:29][C:26]2([CH2:25][O:24][C:18]3[CH:17]=[C:16]4[C:21]([C:12]([O:11][C:10]5[C:2]([F:1])=[C:3]6[C:7](=[CH:8][CH:9]=5)[NH:6][C:5]([CH3:30])=[CH:4]6)=[CH:13][CH:14]=[N:15]4)=[CH:20][C:19]=3[O:22][CH3:23])[CH2:27][CH2:28]2)[CH2:33][CH2:32]1 |f:2.3|. Procedure: The compound of Example 24 (100 mg) was refluxed with cyclopropanecarbaldehyde (2 eq) in EtOH (8 ml) for 4 hours. To the reaction was added NaBH4 (2.2 eq), the reaction was refluxed for 20 minutes and evaporated. The residue was purified with silica gel column to give the titled product (50 mg). Mass: (M+1), 462